From a dataset of the Open Reaction Database (ORD), a public repository of structured organic reaction records. describe an organic reaction: reactants, conditions, products, and yield Starting materials: O (water), FC1=CC=C(C=C1)C(C(C)(N1CCOCC1)C)=O (1-(4-fluorophenyl)-2-methyl-2-morpholin-4-yl-propan-1-one), SCC(=O)O.SCC(=O)O.SCC(=O)O.C(O)C(CC)(CO)CO (trimethylolpropane tris(2-mercaptoacetate)), CN(C=O)C (dimethylformamide), [H-].[Na+] (sodium hydride). Conditions: time 2 hour. Product: SC(C(=O)OCC(CCC)OC(CSC1=CC=C(C=C1)C(C(C)(N1CCOCC1)C)=O)=O)S ([4-(2-Methyl-2-morpholin-4-yl-propionyl)-phenylthio]-acetic acid 2,2-bis-mercaptoacetoxymethyl-butyl ester). As a reaction SMILES: F[C:2]1[CH:7]=[CH:6][C:5]([C:8](=[O:18])[C:9]([CH3:17])([N:11]2[CH2:16][CH2:15][O:14][CH2:13][CH2:12]2)[CH3:10])=[CH:4][CH:3]=1.[SH:19][CH2:20][C:21]([OH:23])=[O:22].[SH:24][CH2:25][C:26](O)=O.[SH:29]CC(O)=O.[CH2:34]([C:36](CO)(CO)[CH2:37][CH3:38])O.[H-].[Na+].[OH2:45].CN(C)[CH:48]=[O:49]>>[SH:24][CH:25]([SH:29])[C:26]([O:49][CH2:48][CH:34]([O:22][C:21](=[O:23])[CH2:20][S:19][C:2]1[CH:7]=[CH:6][C:5]([C:8](=[O:18])[C:9]([CH3:17])([N:11]2[CH2:16][CH2:15][O:14][CH2:13][CH2:12]2)[CH3:10])=[CH:4][CH:3]=1)[CH2:36][CH2:37][CH3:38])=[O:45] |f:1.2.3.4,5.6|. Reported procedure: 1.26 g (5.0 mmol) of 1-(4-fluorophenyl)-2-methyl-2-morpholin-4-yl-propan-1-one and 7.0 ml (25.0 mmol) of trimethylolpropane tris(2-mercaptoacetate) are dissolved in 25 ml of dry dimethylformamide, and 10.0 mmol of sodium hydride are added. The solution is stirred at room temperature for 2 h. Then the solution is poured into water. The crude product is extracted with methylene chloride, washed with water, dried over MgSO4, and concentrated. The residue is purified by column chromatography on sili... Reactants: Oc1ccc2cc(Br)ccc2c1Br, CN(C)c1ccncc1, COc1cc2nccc(Cl)c2cc1OC, Clc1ccccc1Cl, O. Yields the product COc1cc2nccc(Oc3ccc4cc(Br)ccc4c3Br)c2cc1OC. RXN SMILES: [Br:16][c:17]1[c:18]([OH:28])[cH:19][cH:20][c:21]2[cH:22][c:23]([Br:27])[cH:24][cH:25][c:26]12.[CH3:30][N:31]([CH3:32])[c:33]1[cH:34][cH:35][n:36][cH:37][cH:38]1.[Cl:1][c:2]1[cH:3][cH:4][n:5][c:6]2[cH:7][c:8]([O:14][CH3:15])[c:9]([O:12][CH3:13])[cH:10][c:11]12.[Cl:39][c:40]1[cH:41][cH:42][cH:43][cH:44][c:45]1[Cl:46].[OH2:29]>>[c:2]1([O:28][c:18]2[c:17]([Br:16])[c:26]3[c:21]([cH:20][cH:19]2)[cH:22][c:23]([Br:27])[cH:24][cH:25]3)[cH:3][cH:4][n:5][c:6]2[cH:7][c:8]([O:14][CH3:15])[c:9]([O:12][CH3:13])[cH:10][c:11]12. Starting materials: Cl.NCC(=O)C=1SC(=CC1)C (2-amino-1-(5-methylthienyl)ethanone hydrochloride), FC(C=1C=C(C(=O)Cl)C=C(C1)C(F)(F)F)(F)F (3,5-bis(trifluoromethyl)benzoyl chloride), [OH-].[Na+] (sodium hydroxide). Solvent: C(Cl)Cl (methylene chloride). The product is CC1=CC=C(S1)C(CNC(C1=CC(=CC(=C1)C(F)(F)F)C(F)(F)F)=O)=O (N-[2-(5-methylthienyl)-2-oxoethyl]-3,5-bis(trifluoromethyl)benzamide). The yield is 83.1%. Reaction SMILES: Cl.[NH2:2][CH2:3][C:4]([C:6]1[S:7][C:8]([CH3:11])=[CH:9][CH:10]=1)=[O:5].[F:12][C:13]([F:28])([F:27])[C:14]1[CH:15]=[C:16]([CH:20]=[C:21]([C:23]([F:26])([F:25])[F:24])[CH:22]=1)[C:17](Cl)=[O:18].[OH-].[Na+]>C(Cl)Cl>[CH3:11][C:8]1[S:7][C:6]([C:4](=[O:5])[CH2:3][NH:2][C:17](=[O:18])[C:16]2[CH:20]=[C:21]([C:23]([F:24])([F:25])[F:26])[CH:22]=[C:14]([C:13]([F:12])([F:27])[F:28])[CH:15]=2)=[CH:10][CH:9]=1 |f:0.1,3.4|. Procedure: In a manner similar to Example 1, the reaction of 2-amino-1-(5-methylthienyl)ethanone hydrochloride (2.6 g, 0.014 mole) in methylene chloride (75 ml) with 3,5-bis(trifluoromethyl)benzoyl chloride (3.8 g, 0.014 mole) and 2N sodium hydroxide solution (13.7 ml) yielded 4.6 g of N-[2-(5-methylthienyl)-2-oxoethyl]-3,5-bis(trifluoromethyl)benzamide as a solid. Reactants: C([O-])([O-])=O.[K+].[K+] (Potassium carbonate), FC(S(=O)(=O)OC[Si](C)(C)C)(F)F (trimethylsilylmethyl trifluoromethanesulfonate), FC(CO)([N+](=O)[O-])[N+](=O)[O-] (2-fluoro-2,2-dinitroethanol), ice water, C(Cl)(Cl)(Cl)Cl (carbon tetrachloride). Run in C(Cl)Cl (methylene chloride). Run at time 16 hour. Yields the product FC(COC[Si](C)(C)C)([N+](=O)[O-])[N+](=O)[O-] (trimethylsilylmethyl 2-fluoro-2,2-dinitroethyl ether). The yield is 43.9%. Reaction SMILES: C(=O)([O-])[O-].[K+].[K+].FC(F)(F)S([O:12][CH2:13][Si:14]([CH3:17])([CH3:16])[CH3:15])(=O)=O.[F:20][C:21]([N+:27]([O-:29])=[O:28])([N+:24]([O-:26])=[O:25])[CH2:22]O.C(Cl)(Cl)(Cl)Cl>C(Cl)Cl>[F:20][C:21]([N+:27]([O-:29])=[O:28])([N+:24]([O-:26])=[O:25])[CH2:22][O:12][CH2:13][Si:14]([CH3:15])([CH3:16])[CH3:17] |f:0.1.2|. Procedure: Potassium carbonate (6 g) was added to a solution of 3.5 g (0.0148 mol) of trimethylsilylmethyl trifluoromethanesulfonate and 2.3 g of 2-fluoro-2,2-dinitroethanol in 5 ml of methylene chloride, and the mixture was stirred for 16 hrs. This suspension was added with stirring to a mixture of 30 ml of ice water and 30 ml of carbon tetrachloride. The carbon tetrachloride layer was washed with 10 ml of water, dried over magnesium sulfate, and distilled to give 1.56 g (45%) of trimethylsilylmethyl 2-fl... Starting materials: CC1=CC(=NC=C1)C=O (4-methyl-2-pyridinecarboxaldehyde), C1(CC1)[Mg]Br (cyclopropylmagnesium bromide). Yields the product OC(C1CC1)C1=NC=CC(=C1)C (2-(1-hydroxy-1-cyclopropylmethyl)-4-methyl-pyridine). The yield is 87.0%. RXN SMILES: [CH3:1][C:2]1[CH:7]=[CH:6][N:5]=[C:4]([CH:8]=[O:9])[CH:3]=1.[CH:10]1([Mg]Br)[CH2:12][CH2:11]1>>[OH:9][CH:8]([C:4]1[CH:3]=[C:2]([CH3:1])[CH:7]=[CH:6][N:5]=1)[CH:10]1[CH2:12][CH2:11]1. Reported procedure: The Grignard reaction of 4-methyl-2-pyridinecarboxaldehyde (1.21 g, 10.0 mmol) and cyclopropylmagnesium bromide (24 ml, 15.0 mmol, 1.5 equiv., 1.6 ml/mmol) provided 1.42 g (87%) of 2-(1-hydroxy-1-cyclopropylmethyl)-4-methyl-pyridine. TLC (silica gel GF): Rf =0.21 acetone-methylene chloride (1:6). 1H NMR (CDCl3,TMS): δ 8.47 (d, 1H, J=5.08 Hz), 7.30 (s, 1H), 7.12 (d, 1H, J=5.14 Hz), 4.70 (brs, 1H), 4.16 (d, 1H, J=7.92 Hz), 2.47 (s, 3H), 1.26-1.12 (m, 1H), 0.74-0.57 (m, 4H). Mass Spectrum: M/Z (rel... Reactants: COC(C1=C(C=C(C=C1)CN1OCCC1COC1CCCCC1)C1=C(C=CC=C1)C)=O (4-(3-cyclohexyloxymethylisoxazolidin-2-ylmethyl)-2-(2-methylphenyl)benzoic acid methyl ester), [OH-].[Na+] (sodium hydroxide), aqueous solution, C(C)O (ethanol), P(O)(O)(O)=O (phosphoric acid). Solvent: O (water). Yields the product C1(CCCCC1)OCC1N(OCC1)CC1=CC(=C(C(=O)O)C=C1)C1=C(C=CC=C1)C (4-(3-cyclohexyloxymethylisoxazolidin-2-ylmethyl)-2-(2-methylphenyl)benzoic acid). Isolated yield 78.5%. RXN SMILES: C[O:2][C:3](=[O:31])[C:4]1[CH:9]=[CH:8][C:7]([CH2:10][N:11]2[CH:15]([CH2:16][O:17][CH:18]3[CH2:23][CH2:22][CH2:21][CH2:20][CH2:19]3)[CH2:14][CH2:13][O:12]2)=[CH:6][C:5]=1[C:24]1[CH:29]=[CH:28][CH:27]=[CH:26][C:25]=1[CH3:30].[OH-].[Na+].C(O)C.P(=O)(O)(O)O>O>[CH:18]1([O:17][CH2:16][CH:15]2[CH2:14][CH2:13][O:12][N:11]2[CH2:10][C:7]2[CH:8]=[CH:9][C:4]([C:3]([OH:31])=[O:2])=[C:5]([C:24]3[CH:29]=[CH:28][CH:27]=[CH:26][C:25]=3[CH3:30])[CH:6]=2)[CH2:23][CH2:22][CH2:21][CH2:20][CH2:19]1 |f:1.2|. Procedure: A mixture of example 1130C (355 mg, 0.84 mmol) and sodium hydroxide (1 mL of a 4N aqueous solution, 4 mmol) in 4 mnL of ethanol was heated to reflux for 6 hours and then cooled to room temperature. The mixture was diluted with water and the pH adjusted to 5 with aqueuos phosphoric acid. The mixture was extracted with 3 portions of ethyl acetate and the combined organic fractions were washed with water and brine, dried, filtered and concentrated to provide 270 mg (78%) of the title compound. MS (... Reactants: CO (methanol), CC(=O)C (acetone), Cl (hydrochloric acid), Cl.Cl.COC1=CC=C(CCNC(=N)NC(=N)NCCCCCCCCC)C=C1 (N1-(4-methoxyphenethyl)-N5-nonyl-biguanide dihydrochloride). The solvent is C(C)O (ethanol). Yields the product Cl.CC1(N=C(NC(=N1)NCCC1=CC=C(C=C1)OC)NCCCCCCCCC)C (3,6-Dihydro-6,6-dimethyl-4-nonylamino-2-(4′-methoxyphenethylamino)-1,3,5-triazine hydrochloride). Reaction SMILES: CO.[CH3:3][C:4]([CH3:6])=O.[ClH:7].Cl.Cl.[CH3:10][O:11][C:12]1[CH:35]=[CH:34][C:15]([CH2:16][CH2:17][NH:18][C:19]([NH:21][C:22]([NH:24][CH2:25][CH2:26][CH2:27][CH2:28][CH2:29][CH2:30][CH2:31][CH2:32][CH3:33])=[NH:23])=[NH:20])=[CH:14][CH:13]=1>C(O)C>[ClH:7].[CH3:3][C:4]1([CH3:6])[N:20]=[C:19]([NH:18][CH2:17][CH2:16][C:15]2[CH:14]=[CH:13][C:12]([O:11][CH3:10])=[CH:35][CH:34]=2)[NH:21][C:22]([NH:24][CH2:25][CH2:26][CH2:27][CH2:28][CH2:29][CH2:30][CH2:31][CH2:32][CH3:33])=[N:23]1 |f:3.4.5,7.8|. Reported procedure: 100 ml of methanol, 40 ml of acetone and 0.2 ml of concentrated hydrochloric acid were added to 2.0 g (4.6 mmol) of N1-(4-methoxyphenethyl)-N5-nonyl-biguanide dihydrochloride, and the mixture was refluxed for 20 hours. The solvent was distilled off under reduced pressure to give a residue, which was dissolved in hydrous ethanol. The solvent was distilled off under reduced pressure, and the residue was purified by silica gel column chromatography (elution with a mixture of chloroform/methanol/ace... The reactants are OO (hydrogen peroxide), COC1=CC(=C(C=C1)C1=NC2=NC=NC=C2N1)OCCSC (8-[4-methoxy-2-(2-methylmercapto-ethoxy)phenyl]purine), C([O-])([O-])=O.[K+].[K+] (potassium carbonate). Solvent: O (water), C(C)(=O)O (acetic acid). Reaction conditions: time 3.5 hour. Yields the product COC1=CC(=C(C=C1)C1=NC2=NC=NC=C2N1)OCCS(=O)C (8-[4-Methoxy-2-(2-methylsulfinyl-ethoxy)-phenyl]purine). As a reaction SMILES: [CH3:1][O:2][C:3]1[CH:8]=[CH:7][C:6]([C:9]2[NH:17][C:16]3[C:11](=[N:12][CH:13]=[N:14][CH:15]=3)[N:10]=2)=[C:5]([O:18][CH2:19][CH2:20][S:21][CH3:22])[CH:4]=1.OO.C(=O)([O-])[O-:26].[K+].[K+]>C(O)(=O)C.O>[CH3:1][O:2][C:3]1[CH:8]=[CH:7][C:6]([C:9]2[NH:17][C:16]3[C:11](=[N:12][CH:13]=[N:14][CH:15]=3)[N:10]=2)=[C:5]([O:18][CH2:19][CH2:20][S:21]([CH3:22])=[O:26])[CH:4]=1 |f:2.3.4|. Procedure: One gram of 8-[4-methoxy-2-(2-methylmercapto-ethoxy)phenyl]purine was dissolved in 10 ml of glacial acetic acid and mixed with 0.5 ml of 30% hydrogen peroxide. After standing for 3.5 hours at room temperature, the reaction mixture was diluted with water and made alkaline by means of potassium carbonate. The precipitate was recrystallized from isopropanol/ethanol in a volume ratio of 1:1.